The task is: describe an organic reaction: reactants, conditions, products, and yield. This data is from the Open Reaction Database (ORD), a public repository of structured organic reaction records. Reported procedure: A mixture of 6-(2,6-dimethoxyphenyl)-1-(3-(2-methylthiazol-4-yl)benzyl)piperidin-2-one (60 mg; 0.14 mmol; compound corresponding to example 16), and NCS (21 mg; 0.15 mmol) in anh. DMF (1.5 ml) was stirred at rt, under nitrogen, for 24 h. Water (5 ml), and AcOEt (10 ml) were added, and the separated organic layer was washed with brine (5 ml), dried over anh. MgSO4, filtered, and concentrated to dryness under reduced pressure. Yields the product ClC=1C(=C(C(=CC1)OC)C1CCCC(N1CC1=CC(=CC=C1)C=1N=C(SC1)C)=O)OC (6-(3-chloro-2,6-dimethoxyphenyl)-1-(3-(2-methylthiazol-4-yl)benzyl)piperidin-2-one). The reactants are COC1=C(C(=CC=C1)OC)C1CCCC(N1CC1=CC(=CC=C1)C=1N=C(SC1)C)=O (6-(2,6-dimethoxyphenyl)-1-(3-(2-methylthiazol-4-yl)benzyl)piperidin-2-one), C1CC(=O)N(C1=O)Cl (NCS), O (Water), CCOC(=O)C (AcOEt). As a reaction SMILES: [CH3:1][O:2][C:3]1[CH:8]=[CH:7][CH:6]=[C:5]([O:9][CH3:10])[C:4]=1[CH:11]1[N:16]([CH2:17][C:18]2[CH:23]=[CH:22][CH:21]=[C:20]([C:24]3[N:25]=[C:26]([CH3:29])[S:27][CH:28]=3)[CH:19]=2)[C:15](=[O:30])[CH2:14][CH2:13][CH2:12]1.C1C(=O)N([Cl:38])C(=O)C1.O.CCOC(C)=O>CN(C=O)C>[Cl:38][C:8]1[C:3]([O:2][CH3:1])=[C:4]([CH:11]2[N:16]([CH2:17][C:18]3[CH:23]=[CH:22][CH:21]=[C:20]([C:24]4[N:25]=[C:26]([CH3:29])[S:27][CH:28]=4)[CH:19]=3)[C:15](=[O:30])[CH2:14][CH2:13][CH2:12]2)[C:5]([O:9][CH3:10])=[CH:6][CH:7]=1. Conditions: time 24 hour. Run in CN(C)C=O (DMF). The reactants are C(Cl)Cl (methylene chloride), N12CCCN=CC2CCCC1 (1,5-diazabicyclo[5.4.0]undec-5-ene), COC1=CC=C(CN(C([C@H]([C@@H](C)O)Br)=O)CS(=O)(=O)C(C)(C)C)C=C1 ((2S,3R)-N-p-methoxybenzyl-N-tert.-butylsulphonylmethyl-2-bromo-3-hydroxybutyramide). Solvent: O1CCCC1 (tetrahydrofuran), O1CCCC1 (tetrahydrofuran). Reaction conditions: time 75 minute. The product is COC1=CC=C(CN(C([C@H]2[C@@H](C)O2)=O)CS(=O)(=O)C(C)(C)C)C=C1 ((2R,3R)-N-p-methoxybenzyl-N-tert.-butylsulphonylmethyl-2,3-epoxybutyramide). Reaction SMILES: N12CCCCC1C=NCCC2.[CH3:12][O:13][C:14]1[CH:36]=[CH:35][C:17]([CH2:18][N:19]([CH2:27][S:28]([C:31]([CH3:34])([CH3:33])[CH3:32])(=[O:30])=[O:29])[C:20](=[O:26])[C@@H:21](Br)[C@H:22]([OH:24])[CH3:23])=[CH:16][CH:15]=1.C(Cl)Cl>O1CCCC1>[CH3:12][O:13][C:14]1[CH:36]=[CH:35][C:17]([CH2:18][N:19]([CH2:27][S:28]([C:31]([CH3:34])([CH3:33])[CH3:32])(=[O:30])=[O:29])[C:20](=[O:26])[C@@H:21]2[O:24][C@@H:22]2[CH3:23])=[CH:16][CH:15]=1. Reported procedure: At -14° with the exclusion of moisture, 340 ml of 1,5-diazabicyclo[5.4.0]undec-5-ene in 1 ml of tetrahydrofuran are added to a solution of 486 mg (1.1 mmol) of (2S,3R)-N-p-methoxybenzyl-N-tert.-butylsulphonylmethyl-2-bromo-3-hydroxybutyramide in 8 ml of tetrahydrofuran. The solution is stirred at room temperature for 75 minutes. After the addition of methylene chloride, the organic phase is extracted by shaking with 15% aqueous citric acid solution and 8% aqueous sodium bicarbonate solution. The...